Dataset: the Open Reaction Database (ORD), a public repository of structured organic reaction records. Task: describe an organic reaction: reactants, conditions, products, and yield Starting materials: C(\C=C\C(=O)O)(=O)O.N(N)C1=CC2=C(N=N1)CCCCCCCCCC2 (3-hydrazino-5,6,7,8,9,10,11,12,13,14-decahydrocyclododeca[c]pyridazine fumarate), C(Cl)(Cl)Cl (chloroform), [OH-].[Na+] (caustic soda). The reagents and catalysts are N (ammonia). Solvent: CC(=O)C (acetone). Product: C(C)(C)=NNC1=CC2=C(N=N1)CCCCCCCCCC2 (5,6,7,8,9,10,11,12,13,14-Decahydro-3-isopropylidenehydrazinocyclododeca[c]pyridazine). Reaction SMILES: [C:1](O)(=O)/[CH:2]=[CH:3]/C(O)=O.[NH:9]([C:11]1[N:16]=[N:15][C:14]2[CH2:17][CH2:18][CH2:19][CH2:20][CH2:21][CH2:22][CH2:23][CH2:24][CH2:25][CH2:26][C:13]=2[CH:12]=1)[NH2:10].[OH-].[Na+].C(Cl)(Cl)Cl>CC(C)=O.N>[C:2](=[N:10][NH:9][C:11]1[N:16]=[N:15][C:14]2[CH2:17][CH2:18][CH2:19][CH2:20][CH2:21][CH2:22][CH2:23][CH2:24][CH2:25][CH2:26][C:13]=2[CH:12]=1)([CH3:3])[CH3:1] |f:0.1,2.3|. Procedure: 1.5 g of 3-hydrazino-5,6,7,8,9,10,11,12,13,14-decahydrocyclododeca[c]pyridazine fumarate are heated in 20 cc of acetone, to which a few drops of concentrated aqueous ammonia solution have been added, on a water bath for 1 hour. The mixture is cooled with ice, and the resulting crude title compound is divided between 5 cc of concentrated aqueous caustic soda solution and 20 cc of chloroform. The chloroform phase is concentrated, whereby a yellowish foam results, from which the title compound is o...